From a dataset of the Open Reaction Database (ORD), a public repository of structured organic reaction records. describe an organic reaction: reactants, conditions, products, and yield The reactants are COC1=C(C=C(C=C1)[N+](=O)[O-])C1=CC=NN1C (5-(2-methoxy-5-nitro-phenyl)-1-methyl-1H-pyrazole). Reagents/catalysts: [Zn] (zinc). Solvent: C(C)(=O)O (acetic acid). Run at time 30 minute. The product is COC1=C(C=C(C=C1)N)C=1N(N=CC1)C (4-methoxy-3-(2-methyl-2H-pyrazol-3-yl)-phenylamine). Yield: 62.8%. As a reaction SMILES: [CH3:1][O:2][C:3]1[CH:8]=[CH:7][C:6]([N+:9]([O-])=O)=[CH:5][C:4]=1[C:12]1[N:16]([CH3:17])[N:15]=[CH:14][CH:13]=1>C(O)(=O)C.[Zn]>[CH3:1][O:2][C:3]1[CH:8]=[CH:7][C:6]([NH2:9])=[CH:5][C:4]=1[C:12]1[N:16]([CH3:17])[N:15]=[CH:14][CH:13]=1. Reported procedure: To a solution of 5-(2-methoxy-5-nitro-phenyl)-1-methyl-1H-pyrazole (7.95 g, 34.1 mmol) in acetic acid (250 mL) was added zinc dust (11.7 g, 179 mmol) in portions under cooling in an ice bath over a period of 10 minutes. After stirring for 30 min at room temperature, solids were filtered of through celite. Filtrate was concentrated and residue was purified by SiO2 column chromatography (Eluent: methylene chloride/methanol 20:1) to give 4-methoxy-3-(2-methyl-2H-pyrazol-3-yl)-phenylamine (4.34 g, 2... Reactants: Cc1nc2ccccc2[nH]1, CC(C)(C(N)=O)N1CCN(Cc2cc3nc(Cl)nc(N4CCOCC4)c3s2)CC1. Yields the product Cc1nc2ccccc2n1-c1nc(N2CCOCC2)c2sc(CN3CCN(C(C)(C)C(N)=O)CC3)cc2n1. As a reaction SMILES: [CH3:30][c:31]1[nH:32][c:33]2[c:34]([n:35]1)[cH:36][cH:37][cH:38][cH:39]2.[Cl:1][c:2]1[n:3][c:4]([N:24]2[CH2:25][CH2:26][O:27][CH2:28][CH2:29]2)[c:5]2[c:6]([n:7]1)[cH:8][c:9]([CH2:11][N:12]1[CH2:13][CH2:14][N:15]([C:18]([C:19](=[O:20])[NH2:21])([CH3:22])[CH3:23])[CH2:16][CH2:17]1)[s:10]2>>[c:2]1(-[n:32]2[c:31]([CH3:30])[n:35][c:34]3[c:33]2[cH:39][cH:38][cH:37][cH:36]3)[n:3][c:4]([N:24]2[CH2:25][CH2:26][O:27][CH2:28][CH2:29]2)[c:5]2[c:6]([n:7]1)[cH:8][c:9]([CH2:11][N:12]1[CH2:13][CH2:14][N:15]([C:18]([C:19](=[O:20])[NH2:21])([CH3:22])[CH3:23])[CH2:16][CH2:17]1)[s:10]2. Starting materials: COC=1C=C2CC(C(C2=CC1)CCCCCCCCCC(=O)O)C1=CC=C(C=C1)OC (10-[(1RS, 2RS)-5-methoxy-2-p-methoxyphenylindan-1-yl]decanoic acid), C(CCCCC)N (n-hexylamine). Product: C(CCCCC)NC(CCCCCCCCCC1C(CC2=CC(=CC=C12)O)C1=CC=C(C=C1)O)=O (N-n-hexyl-10-[(1RS, 2RS)-5-hydroxy-2-p-hydroxyphenylindan-1-yl]decanamide). RXN SMILES: C[O:2][C:3]1[CH:4]=[C:5]2[C:9](=[CH:10][CH:11]=1)[CH:8]([CH2:12][CH2:13][CH2:14][CH2:15][CH2:16][CH2:17][CH2:18][CH2:19][CH2:20][C:21](O)=[O:22])[CH:7]([C:24]1[CH:29]=[CH:28][C:27]([O:30]C)=[CH:26][CH:25]=1)[CH2:6]2.[CH2:32]([NH2:38])[CH2:33][CH2:34][CH2:35][CH2:36][CH3:37]>>[CH2:32]([NH:38][C:21](=[O:22])[CH2:20][CH2:19][CH2:18][CH2:17][CH2:16][CH2:15][CH2:14][CH2:13][CH2:12][CH:8]1[C:9]2[C:5](=[CH:4][C:3]([OH:2])=[CH:11][CH:10]=2)[CH2:6][CH:7]1[C:24]1[CH:29]=[CH:28][C:27]([OH:30])=[CH:26][CH:25]=1)[CH2:33][CH2:34][CH2:35][CH2:36][CH3:37]. Reported procedure: The process described in Example 1 was repeated using 10-[(1RS, 2RS)-5-methoxy-2-p-methoxyphenylindan-1-yl]decanoic acid and n-hexylamine as starting materials. There was thus obtained as an oil N-n-hexyl-10-[(1RS, 2RS)-5-hydroxy-2-p-hydroxyphenylindan-1-yl]decanamide, the structure of which was confirmed by proton magnetic resonance and mass spectroscopy. Starting materials: O=O (Oxygen), O=O (oxygen), II, [N+](=O)([O-])[O-].[Li+] (lithium nitrate), C(C)(=O)OC(C)=O (acetic anhydride), C=CC=C (butadiene), C(C)(=O)O (acetic acid). The product is C(C)(=O)OCC(C=C)OC(C)=O (1,2-diacetoxy-3-butene), C(C)(=O)OCC=CCOC(C)=O (1,4-diacetoxy-2-butene), diacetoxy butenes. Reaction SMILES: [N+]([O-])([O-])=O.[Li+].[C:6]([O:9][C:10](=[O:12])[CH3:11])(=[O:8])[CH3:7].[CH2:13]=[CH:14][CH:15]=[CH2:16].O=O.[C:19]([OH:22])(=[O:21])[CH3:20]>>[C:19]([O:22][CH2:13][CH:14]([O:9][C:10](=[O:12])[CH3:11])[CH:15]=[CH2:16])(=[O:21])[CH3:20].[C:19]([O:22][CH2:15][CH:16]=[CH:11][CH2:10][O:9][C:6](=[O:8])[CH3:7])(=[O:21])[CH3:20] |f:0.1|. Procedure: Another control run was carried out, employing the same reaction vessel as that utilized in Examples I and II above. In this run, the reactor was charged with 3.9 grams (50 mmoles) of lithium nitrate, 50 ml of acetic acid, 25 ml of acetic anhydride, and 11.0 grams (204 mmoles) of butadiene charged from the vapor phase. The reactor was placed in an oil bath and pressured to 30 psig with oxygen, and heated to 140° C for 3 hours. Oxygen was added to the reactor intermittently in the same manner as ... Reactants: F[B-](F)(F)F, CC(C)N(CC(C(=O)O)c1ccc(Cl)cc1)C(=O)OC(C)(C)C, CCN(C(C)C)C(C)C, ClCCl, Cl, Cl, N#Cc1cnc2[nH]ncc2c1N1CCNCC1, CN(C)C(On1nnc2ccccc21)=[N+](C)C. Yields the product CC(C)N(CC(C(=O)N1CCN(c2c(C#N)cnc3[nH]ncc23)CC1)c1ccc(Cl)cc1)C(=O)OC(C)(C)C. As a reaction SMILES: [B-:52]([F:53])([F:54])([F:55])[F:56].[C:29]([CH3:30])([CH3:31])([CH3:32])[O:33][C:34](=[O:35])[N:36]([CH2:37][CH:38]([C:39](=[O:40])[OH:41])[c:42]1[cH:43][cH:44][c:45]([Cl:48])[cH:46][cH:47]1)[CH:49]([CH3:50])[CH3:51].[CH:1]([N:2]([CH2:3][CH3:4])[CH:5]([CH3:6])[CH3:7])([CH3:8])[CH3:9].[Cl:74][CH2:75][Cl:76].[ClH:10].[ClH:11].[N:12]1([c:18]2[c:19]3[c:20]([n:21][cH:22][c:23]2[C:24]#[N:25])[nH:26][n:27][cH:28]3)[CH2:13][CH2:14][NH:15][CH2:16][CH2:17]1.[n:57]1([O:58][C:59]([N:60]([CH3:61])[CH3:62])=[N+:63]([CH3:64])[CH3:65])[c:66]2[cH:67][cH:68][cH:69][cH:70][c:71]2[n:72][n:73]1>>[N:12]1([c:18]2[c:19]3[c:20]([n:21][cH:22][c:23]2[C:24]#[N:25])[nH:26][n:27][cH:28]3)[CH2:13][CH2:14][N:15]([C:39]([CH:38]([CH2:37][N:36]([C:34]([O:33][C:29]([CH3:30])([CH3:31])[CH3:32])=[O:35])[CH:49]([CH3:50])[CH3:51])[c:42]2[cH:43][cH:44][c:45]([Cl:48])[cH:46][cH:47]2)=[O:40])[CH2:16][CH2:17]1.